This data is from the Open Reaction Database (ORD), a public repository of structured organic reaction records. The task is: describe an organic reaction: reactants, conditions, products, and yield Yields the product NS(=O)(=O)c1ccc(-c2cccc(-c3nc(-c4ccc(Cl)s4)cc(C(F)(F)F)n3)c2)s1. As a reaction SMILES: [C:1]([CH3:2])([CH3:3])([CH3:4])[NH:5][S:6](=[O:7])(=[O:8])[c:9]1[s:10][c:11](-[c:14]2[cH:15][c:16](-[c:20]3[n:21][c:22]([C:32]([F:33])([F:34])[F:35])[cH:23][c:24](-[c:26]4[s:27][c:28]([Cl:31])[cH:29][cH:30]4)[n:25]3)[cH:17][cH:18][cH:19]2)[cH:12][cH:13]1.[Cl:43][CH2:44][Cl:45].[F:36][C:37]([F:38])([F:39])[C:40]([OH:41])=[O:42]>>[NH2:5][S:6](=[O:7])(=[O:8])[c:9]1[s:10][c:11](-[c:14]2[cH:15][c:16](-[c:20]3[n:21][c:22]([C:32]([F:33])([F:34])[F:35])[cH:23][c:24](-[c:26]4[s:27][c:28]([Cl:31])[cH:29][cH:30]4)[n:25]3)[cH:17][cH:18][cH:19]2)[cH:12][cH:13]1. The reactants are CC(C)(C)NS(=O)(=O)c1ccc(-c2cccc(-c3nc(-c4ccc(Cl)s4)cc(C(F)(F)F)n3)c2)s1, ClCCl, O=C(O)C(F)(F)F. Starting materials: COCCOC, COC(=O)C1=Cc2cc(-c3cc(C)cs3)ccc2S(=O)(=O)CC1, Cl. Product: Cc1csc(-c2ccc3c(c2)C=C(C(=O)O)CCS3(=O)=O)c1. As a reaction SMILES: [CH3:25][O:26][CH2:27][CH2:28][O:29][CH3:30].[CH3:2][c:3]1[cH:4][c:5](-[c:8]2[cH:9][cH:10][c:11]3[c:12]([cH:24]2)[CH:13]=[C:14]([C:20](=[O:21])[O:22][CH3:23])[CH2:15][CH2:16][S:17]3(=[O:18])=[O:19])[s:6][cH:7]1.[ClH:1]>>[CH3:2][c:3]1[cH:4][c:5](-[c:8]2[cH:9][cH:10][c:11]3[c:12]([cH:24]2)[CH:13]=[C:14]([C:20](=[O:21])[OH:22])[CH2:15][CH2:16][S:17]3(=[O:18])=[O:19])[s:6][cH:7]1.